Dataset: the Open Reaction Database (ORD), a public repository of structured organic reaction records. Task: describe an organic reaction: reactants, conditions, products, and yield Starting materials: C(C)NCC(COC1=CC=C(C#N)C=C1)O (4-[3-(ethylamino)-2-hydroxypropoxy]-benzonitrile), ClCCCSC1=CC=CC=C1 (1-chloro-3-(phenylthio) propane), C([O-])([O-])=O.[K+].[K+] (potassium carbonate), [I-].[Na+] (sodium iodide). The solvent is C(C)#N (acetonitrile). The product is C(C)N(CC(COC1=CC=C(C#N)C=C1)O)CCCSC1=CC=CC=C1 (4-[3-[ethyl[3-(phenylthio) propyl]amino]-2-hydroxypropoxy]-benzonitrile). Reaction SMILES: [CH2:1]([NH:3][CH2:4][CH:5]([OH:16])[CH2:6][O:7][C:8]1[CH:15]=[CH:14][C:11]([C:12]#[N:13])=[CH:10][CH:9]=1)[CH3:2].Cl[CH2:18][CH2:19][CH2:20][S:21][C:22]1[CH:27]=[CH:26][CH:25]=[CH:24][CH:23]=1.C(=O)([O-])[O-].[K+].[K+].[I-].[Na+]>C(#N)C>[CH2:1]([N:3]([CH2:18][CH2:19][CH2:20][S:21][C:22]1[CH:27]=[CH:26][CH:25]=[CH:24][CH:23]=1)[CH2:4][CH:5]([OH:16])[CH2:6][O:7][C:8]1[CH:9]=[CH:10][C:11]([C:12]#[N:13])=[CH:14][CH:15]=1)[CH3:2] |f:2.3.4,5.6|. Procedure: 5.0 g of 4-[3-(ethylamino)-2-hydroxypropoxy]-benzonitrile and 4.0 g of 1-chloro-3-(phenylthio) propane was dissolved in 70 ml of acetonitrile and mixed with 6.4 g potassium carbonate and 8.0 g of sodium iodide. The mixture was refluxed over night, filtrated, evaporated and the residue was dissolved in 2 M hydrochloric acid. This acidic waterlayer was washed with two portions of diethylether, alkalized with 10 M sodium hydroxide and extracted with three portions of dichlorometane. The combined la... Reactants: NC(CC1=C(CCC2=NC(=NC=C2C(F)(F)F)NC2=C(C=C(C=C2)N2CCN(CC2)C(=O)OC(C)(C)C)OC)C=CC=C1)=O (tert-butyl 4-(4-((4-(2-(2-amino-2-oxoethyl)phenethyl)-5-(trifluoromethyl)pyrimidin-2-yl)amino)-3-methoxyphenyl)piperazine-1-carboxylate), FC(C(=O)O)(F)F (trifluoroacetic acid). Run in C(Cl)(Cl)Cl.CC(C)O (chloroform 2-propanol), [OH-].[Na+] (sodium hydroxide), ClCCl (dichloromethane). Run at time 18 hour. The product is COC1=C(C=CC(=C1)N1CCNCC1)NC1=NC=C(C(=N1)CCC1=C(C=CC=C1)CC(=O)N)C(F)(F)F (2-(2-(2-(2-((2-methoxy-4-(piperazin-1-yl)phenyl)amino)-5-(trifluoromethyl)pyrimidin-4-yl)ethyl)phenyl)acetamide). Yield: 99.1%. As a reaction SMILES: [NH2:1][C:2](=[O:44])[CH2:3][C:4]1[CH:43]=[CH:42][CH:41]=[CH:40][C:5]=1[CH2:6][CH2:7][C:8]1[C:13]([C:14]([F:17])([F:16])[F:15])=[CH:12][N:11]=[C:10]([NH:18][C:19]2[CH:24]=[CH:23][C:22]([N:25]3[CH2:30][CH2:29][N:28](C(OC(C)(C)C)=O)[CH2:27][CH2:26]3)=[CH:21][C:20]=2[O:38][CH3:39])[N:9]=1.FC(F)(F)C(O)=O>ClCCl.C(Cl)(Cl)Cl.CC(O)C.[OH-].[Na+]>[CH3:39][O:38][C:20]1[CH:21]=[C:22]([N:25]2[CH2:30][CH2:29][NH:28][CH2:27][CH2:26]2)[CH:23]=[CH:24][C:19]=1[NH:18][C:10]1[N:9]=[C:8]([CH2:7][CH2:6][C:5]2[CH:40]=[CH:41][CH:42]=[CH:43][C:4]=2[CH2:3][C:2]([NH2:1])=[O:44])[C:13]([C:14]([F:16])([F:17])[F:15])=[CH:12][N:11]=1 |f:3.4,5.6|. Procedure: To a solution of tert-butyl 4-(4-((4-(2-(2-amino-2-oxoethyl)phenethyl)-5-(trifluoromethyl)pyrimidin-2-yl)amino)-3-methoxyphenyl)piperazine-1-carboxylate (I8) (0.276 g, 0.449 mmol) in dichloromethane (8 mL), was added trifluoroacetic acid (0.669 mL, 8.98 mmol) and the resulting mixture was stirred under a nitrogen atmosphere for 18 hours. The solvents were evaporated in vacuo to give a yellow residue which was dissolved in 3:1 chloroform/2-propanol and 1 M aqueous sodium hydroxide solution. The a... Reactants: FC(C1=CC=C(C=C1)[C@H]1NCCC2=CC=CC=C12)(F)F ((R)-1-(4-(trifluoromethyl)phenyl)-1,2,3,4-tetrahydroisoquinoline), CCN(C(C)C)C(C)C (DIEA), C(C)(=O)OC(C)=O (acetic acid anhydride), O (H2O). The solvent is C(Cl)Cl (DCM). Reaction conditions: time 16 hour. The product is FC(C1=CC=C(C=C1)[C@H]1N(CCC2=CC=CC=C12)C(C)=O)(F)F ((R)-1-(1-(4-(Trifluoromethyl)phenyl)-3,4-dihydroisoquinolin-2(1H)-yl)ethanone). As a reaction SMILES: [F:1][C:2]([F:20])([F:19])[C:3]1[CH:8]=[CH:7][C:6]([C@@H:9]2[C:18]3[C:13](=[CH:14][CH:15]=[CH:16][CH:17]=3)[CH2:12][CH2:11][NH:10]2)=[CH:5][CH:4]=1.CCN(C(C)C)C(C)C.[C:30](OC(=O)C)(=[O:32])[CH3:31].O>C(Cl)Cl>[F:20][C:2]([F:1])([F:19])[C:3]1[CH:4]=[CH:5][C:6]([C@@H:9]2[C:18]3[C:13](=[CH:14][CH:15]=[CH:16][CH:17]=3)[CH2:12][CH2:11][N:10]2[C:30](=[O:32])[CH3:31])=[CH:7][CH:8]=1. Procedure: To a solution of (R)-1-(4-(trifluoromethyl)phenyl)-1,2,3,4-tetrahydroisoquinoline (100 mg, 361 μmol, example 30 (step 1) in DCM (2 mL) was added DIEA (62.8 μL, 361 μmol) and acetic acid anhydride (34.0 μL, 361 mop. The resulting mixture was then stirred at RT for 16 h. Then, H2O (1 mL) was added and the mixture was extracted with DCM (2×5 mL). The combined organic extracts were dried over MgSO4 and concentrated. The residue was purified by silica gel flash column chromatography (0%-100% EtOAc/he... The reactants are C([O-])([O-])=O (carbonate), BrCC1CC1 (bromomethylcyclopropane), N1CCC(CC1)N1C=CC2=CC=CC=C12 (1-N-(piperidin-4-yl)-indole), C([O-])([O-])=O.[K+].[K+] (potassium carbonate), BrCC1CC1 (bromomethylcyclopropane). The solvent is C(C)O (ethanol). Conditions: time 15 minute. The product is C1(CC1)CN1CCC(CC1)N1C=CC2=CC=CC=C12 (1-N-(1-N-(Cyclopropylmethyl)-piperidin-4-yl)-indole). The yield is 62.9%. Reaction SMILES: [NH:1]1[CH2:6][CH2:5][CH:4]([N:7]2[C:15]3[C:10](=[CH:11][CH:12]=[CH:13][CH:14]=3)[CH:9]=[CH:8]2)[CH2:3][CH2:2]1.C(=O)([O-])[O-].[K+].[K+].Br[CH2:23][CH:24]1[CH2:26][CH2:25]1.C(=O)([O-])[O-]>C(O)C>[CH:24]1([CH2:23][N:1]2[CH2:6][CH2:5][CH:4]([N:7]3[C:15]4[C:10](=[CH:11][CH:12]=[CH:13][CH:14]=4)[CH:9]=[CH:8]3)[CH2:3][CH2:2]2)[CH2:26][CH2:25]1 |f:1.2.3|. Procedure details: To a solution of 1-N-(piperidin-4-yl)-indole (0.6 g, 3 mmol) in dry ethanol (4 mL) was added anhydrous potassium carbonate (680 mg, 4.9 mmol). After stirring for 15 minutes at ambient temperature, bromomethylcyclopropane (0.29 mL,4.5 mmol) was added. Stirring was continued overnight. An additional amount of carbonate (0.22 g) and bromomethylcyclopropane (0.14 mL) was added. After 3 hours, the reaction mixture was quenched with water and extracted with ethyl acetate (3×). The combined organic pha... The reactants are N#CCBr, O=C([O-])[O-], CC#N, ClCCl, [K+], [K+], NCCC(c1ccccc1)c1ccccc1. Yields the product N#CCNCCC(c1ccccc1)c1ccccc1. RXN SMILES: [Br:17][CH2:18][C:19]#[N:20].[C:21](=[O:22])([O-:23])[O-:24].[CH3:27][C:28]#[N:29].[Cl:30][CH2:31][Cl:32].[K+:25].[K+:26].[c:1]1([CH:7]([CH2:8][CH2:9][NH2:10])[c:11]2[cH:12][cH:13][cH:14][cH:15][cH:16]2)[cH:2][cH:3][cH:4][cH:5][cH:6]1>>[c:1]1([CH:7]([CH2:8][CH2:9][NH:10][CH2:18][C:19]#[N:20])[c:11]2[cH:12][cH:13][cH:14][cH:15][cH:16]2)[cH:2][cH:3][cH:4][cH:5][cH:6]1. Starting materials: CSC.B (Borane-dimethyl sulfide), Cl (HCl), O=[O+][O-] (Ozone), C(C1=CC=CC=C1)OC=C1C=CCCC1 ((±)-3-benzyloxymethylene-1-cyclohexene), O=[O+][O-] (ozone), C(=O)(O)[O-].[Na+] (NaHCO3). Run in C(Cl)Cl (CH2Cl2). Conditions: time 24 hour. Product: C(C1=CC=CC=C1)OCC(CCO)CCCO ((±)-3-(benzyloxy)methyl-1,6 hexanediol). Yield: 100.0%. Reaction SMILES: [O:1]=[O+][O-].[CH2:4]([O:11][CH:12]=[C:13]1[CH2:18][CH2:17]C[CH:15]=[CH:14]1)[C:5]1[CH:10]=[CH:9][CH:8]=[CH:7][CH:6]=1.CSC.B.Cl.[C:24]([O-:27])(O)=O.[Na+]>C(Cl)Cl>[CH2:4]([O:11][CH2:12][CH:13]([CH2:18][CH2:17][CH2:24][OH:27])[CH2:14][CH2:15][OH:1])[C:5]1[CH:10]=[CH:9][CH:8]=[CH:7][CH:6]=1 |f:2.3,5.6|. Reported procedure: Ozone was bubbled through a solution of (±)-3-benzyloxymethylene-1-cyclohexene (1.35 g, 6.70 mmol) in CH2Cl2 (65 mL) at -78° C. until the blue color of unreacted ozone persisted. The reaction mixture was allowed to warm to room temperature, while dry nitrogen was bubbled through the reaction. Borane-dimethyl sulfide complex (10.0M in THF, 2.7 mL, 27.8 mmol) was added via syringe over several minutes, and the reaction mixture was allowed to stand at room temperature for 24 hours. The reaction mix... Starting materials: [H-].[Na+] (NaH), C(CC)(=O)CC(=O)OCC (ethyl propionylacetate), C(\C=C(/C)\CCC=C(C)C)Br ((E)-geranyl bromide). Run in O1CCCC1 (tetrahydrofuran). Reaction conditions: temperature 0 celsius, time 0.5 hour. Product: C\C(=C/CC(C(=O)OCC)C(CC)=O)\CCC=C(C)C ((E)-5,9-Dimethyl-2-(1-oxopropyl)-4,8-decadienoic acid, ethyl ester). Isolated yield 77.3%. RXN SMILES: [H-].[Na+].[C:3]([CH2:7][C:8]([O:10][CH2:11][CH3:12])=[O:9])(=[O:6])[CH2:4][CH3:5].[CH2:13](Br)/[CH:14]=[C:15](/[CH2:17][CH2:18][CH:19]=[C:20]([CH3:22])[CH3:21])\[CH3:16]>O1CCCC1>[CH3:16]/[C:15](/[CH2:17][CH2:18][CH:19]=[C:20]([CH3:22])[CH3:21])=[CH:14]\[CH2:13][CH:7]([C:3](=[O:6])[CH2:4][CH3:5])[C:8]([O:10][CH2:11][CH3:12])=[O:9] |f:0.1|. Procedure details: To a suspension of 3.92 g (97.5 mmol, 3 equiv) of 60% NaH in mineral oil (washed three times with pentane) in 200 mL of tetrahydrofuran at 0° C. under argon was added dropwise a solution of 15.3 mL (107 mmol, 3.3 equiv) of ethyl propionylacetate. After 0.5 hour, a solution of 7.04 g (32.4 mmol) of (E)-geranyl bromide in 20 mL of tetrahydrofuran was added dropwise over 45 minutes. The mixture was stirred one hour at 0° C. and one hour at room temperture, quenched with NH4Cl and diluted with 500 m... Product: COc1ncc(Cl)c(C)c1Br. RXN SMILES: [Br:1][c:2]1[c:3]([O:9][CH3:10])[n:4][cH:5][cH:6][c:7]1[CH3:8].[Cl:11][N:12]1[C:13](=[O:14])[CH2:15][CH2:16][C:17]1=[O:18].[O:19]=[CH:20][N:21]([CH3:22])[CH3:23]>>[Br:1][c:2]1[c:3]([O:9][CH3:10])[n:4][cH:5][c:6]([Cl:11])[c:7]1[CH3:8]. Reactants: COc1nccc(C)c1Br, O=C1CCC(=O)N1Cl, CN(C)C=O. Reactants: CCOC(C)O, COc1ccc2c(c1)C(=O)c1c-2cnc2ccccc12, Cl, NO. Product: COc1ccc2c(c1)C(=NO)c1c-2cnc2ccccc12. Reaction SMILES: [CH2:24]([O:25][CH:26]([OH:27])[CH3:28])[CH3:29].[CH3:1][O:2][c:3]1[cH:4][c:5]2[c:17]([cH:18][cH:19]1)-[c:8]1[c:7]([c:16]3[c:11]([n:10][cH:9]1)[cH:12][cH:13][cH:14][cH:15]3)[C:6]2=[O:20].[ClH:23].[NH2:21][OH:22]>>[CH3:1][O:2][c:3]1[cH:4][c:5]2[c:17]([cH:18][cH:19]1)-[c:8]1[c:7]([c:16]3[c:11]([n:10][cH:9]1)[cH:12][cH:13][cH:14][cH:15]3)[C:6]2=[N:21][OH:22]. Starting materials: BrC1=C(C=CC=C1)C (1-bromo-2-methylbenzene), ClC1=C(C(=CC=C1)OC)B(O)O ((2-chloro-6-methyoxyphenyl)boronic acid), Intermediate 37. As a reaction SMILES: Br[C:2]1[CH:7]=[CH:6][CH:5]=[CH:4][C:3]=1[CH3:8].[Cl:9][C:10]1[CH:15]=[CH:14][CH:13]=[C:12]([O:16][CH3:17])[C:11]=1B(O)O>>[CH3:17][O:16][C:12]1[C:11]([C:2]2[CH:7]=[CH:6][CH:5]=[CH:4][C:3]=2[CH3:8])=[C:10]([Cl:9])[CH:15]=[CH:14][CH:13]=1. Yields the product COC=1C(=C(C=CC1)Cl)C1=C(C=CC=C1)C (6-chloro-2′-methylbiphenyl-2-yl methyl ether). Procedure details: Treatment of 1-bromo-2-methylbenzene (5.0 g, 26.88 mmol) with (2-chloro-6-methyoxyphenyl)boronic acid (13.8 g, 80.6 mol) generally according to the procedure described for Intermediate 37 afforded 3.85 g (62%) of 6-chloro-2′-methylbiphenyl-2-yl methyl ether. Treatment of 6-chloro-2′-methylbiphenyl-2-yl methyl ether with hydrogen bromide (100 mL, 30 wt. % in acetic acid) generally according to the procedure described for Example 395 afforded brown oil. The oil was reacted with sodium hydride (0.6... Isolated yield 61.5%.